From a dataset of the Open Reaction Database (ORD), a public repository of structured organic reaction records. describe an organic reaction: reactants, conditions, products, and yield Reaction SMILES: [CH3:1][O:2][C:3]1[CH:8]=[CH:7][CH:6]=[CH:5][C:4]=1[C:9]1[CH:10]=[C:11]2[C:16](=[CH:17][CH:18]=1)[NH:15][C:14]([CH3:20])([CH3:19])[CH:13]=[C:12]2[CH2:21]SCC(NC)=O.BrCC1[C:39]2[C:34](=[CH:35][CH:36]=[C:37](C3C=CC=CC=3OC)[CH:38]=2)[NH:33]C(C)(C)C=1.CSNC(=O)C.C(=O)([O-])[O-].[K+].[K+]>>[CH3:1][O:2][C:3]1[CH:8]=[CH:7][CH:6]=[CH:5][C:4]=1[C:9]1[CH:10]=[C:11]2[C:16](=[CH:17][CH:18]=1)[NH:15][C:14]([CH3:19])([CH3:20])[CH:13]=[C:12]2[CH2:21][NH:33][C:34]1[CH:39]=[CH:38][CH:37]=[CH:36][CH:35]=1 |f:3.4.5|. Reactants: COC1=C(C=CC=C1)C=1C=C2C(=CC(NC2=CC1)(C)C)CSCC(=O)NC (2-[6-(2-Methoxyphenyl)-2,2-dimethyl-1,2-dihydroquinolin-4-ylmethylsulfanyl]-N-methylacetamide), BrCC1=CC(NC2=CC=C(C=C12)C1=C(C=CC=C1)OC)(C)C (4-bromomethyl-6-(2-methoxyphenyl)-2,2-dimethyl-1,2-dihydroquinoline), CSNC(C)=O (N-methylmercaptoacetoamide), C([O-])([O-])=O.[K+].[K+] (potassium carbonate). Product: COC1=C(C=CC=C1)C=1C=C2C(=CC(NC2=CC1)(C)C)CNC1=CC=CC=C1 ([6-(2-methoxyphenyl)-2,2-dimethyl-1,2-dihydroquinolin-4-ylmethyl]phenylamine). Procedure details: 2-[6-(2-Methoxyphenyl)-2,2-dimethyl-1,2-dihydroquinolin-4-ylmethylsulfanyl]-N-methylacetamide 50 mg of 4-bromomethyl-6-(2-methoxyphenyl)-2,2-dimethyl-1,2-dihydroquinoline, 15 mg of N-methylmercaptoacetoamide, and 58 mg of potassium carbonate reacted to give 22 mg of the title compound as a foam. The reactants are C(=C)C1C(C1)(C(=O)OCC)C#N (ethyl 2-vinyl-1-cyanocyclopropane-1-carboxylate), C(=C)C1C(C1)(C(=O)OCC)C#N (ethyl 2-vinyl-1-cyanocyclopropane-1-carboxylate), CN(C)CCO (N,N-dimethylaminoethanol), [Na] (sodium), CN(C)CCO (N,N-dimethylaminoethanol), crude product. Conditions: time 35 minute. Yields the product C(=C)C1C(C1)(C(=O)OCCN(C)C)C#N (2-(N,N-dimethylamino)ethyl 2-vinyl-1-cyanocyclopropane-1-carboxylate). RXN SMILES: [CH:1]([CH:3]1[CH2:5][C:4]1([C:11]#[N:12])[C:6]([O:8][CH2:9][CH3:10])=[O:7])=[CH2:2].[CH3:13][N:14](CCO)[CH3:15].[Na]>>[CH:1]([CH:3]1[CH2:5][C:4]1([C:11]#[N:12])[C:6]([O:8][CH2:9][CH2:10][N:14]([CH3:15])[CH3:13])=[O:7])=[CH2:2] |^1:18|. Procedure: 2-(N,N-dimethylamino)ethyl 2-vinyl-1-cyanocyclopropane-1-carboxylate was prepared by reacting essentially equimolar amounts of ethyl 2-vinyl-1-cyanocyclopropane-1-carboxylate and N,N-dimethylaminoethanol. For the reaction, a small amount of sodium metal (1.13 wt. %) was reacted with the N,N-dimethylaminoethanol prior to the addition of the ethyl 2-vinyl-1-cyanocyclopropane-1-carboxylate. The reaction mixture was stirred for 35 minutes after which time gas chromatographic analysis indicated the r...